Dataset: the Open Reaction Database (ORD), a public repository of structured organic reaction records. Task: describe an organic reaction: reactants, conditions, products, and yield As a reaction SMILES: [CH3:31][N:32]([CH2:33][c:34]1[n:35][c:36]([CH:39]([CH3:40])[CH3:41])[o:37][cH:38]1)[C:42](=[O:43])[NH:44][CH:45]([CH:46]([CH3:47])[CH3:48])[C:49](=[O:50])[OH:51].[CH3:52][OH:53].[Cl:54][CH2:55][Cl:56].[NH2:1][CH:2]([CH2:3][CH:4]([CH:5]([CH2:6][c:7]1[cH:8][cH:9][cH:10][cH:11][cH:12]1)[NH:13][C:14](=[O:15])[O:16][CH2:17][c:18]1[cH:19][n:20][cH:21][o:22]1)[OH:23])[CH2:24][c:25]1[cH:26][cH:27][cH:28][cH:29][cH:30]1>>[NH:1]([CH:2]([CH2:3][CH:4]([CH:5]([CH2:6][c:7]1[cH:8][cH:9][cH:10][cH:11][cH:12]1)[NH:13][C:14](=[O:15])[O:16][CH2:17][c:18]1[cH:19][n:20][cH:21][o:22]1)[OH:23])[CH2:24][c:25]1[cH:26][cH:27][cH:28][cH:29][cH:30]1)[C:49]([CH:45]([NH:44][C:42]([N:32]([CH3:31])[CH2:33][c:34]1[n:35][c:36]([CH:39]([CH3:40])[CH3:41])[o:37][cH:38]1)=[O:43])[CH:46]([CH3:47])[CH3:48])=[O:50]. Product: CC(C)c1nc(CN(C)C(=O)NC(C(=O)NC(Cc2ccccc2)CC(O)C(Cc2ccccc2)NC(=O)OCc2cnco2)C(C)C)co1. Starting materials: CC(C)c1nc(CN(C)C(=O)NC(C(=O)O)C(C)C)co1, CO, ClCCl, NC(Cc1ccccc1)CC(O)C(Cc1ccccc1)NC(=O)OCc1cnco1. The reactants are C1=CC=C(C=C1)NC(=O)C2=CC3=CC=CC=C3C(=NNC4=C(C=C(C=C4)C5=CC(=C(C=C5)NN=C6C7=CC=CC=C7C=C(C6=O)C(=O)NC8=CC=CC=C8)Cl)Cl)C2=O (Chloro Diane Blue), CN(N=CC=1C=CC=2N(C3=CC=CC=C3C2C1)CC)C1=CC=CC=C1 (9-ethylcarbazole-3-carbaldehyde-1-methyl-1-phenylhydrazone), ( 5 ). Product: CN(N=CC=1C=CC=2N(C3=CC=CC=C3C2C1)CCCl)C1=CC=CC=C1 (9-(β-chloroethyl)carbazole-3-carbaldehyde 1-methyl-1-phenylhydrazone). As a reaction SMILES: C1C=CC(NC(C2C(=O)C(=NNC3C=CC(C4C=CC(NN=C5C(=O)C(C(NC6C=CC=CC=6)=O)=CC6C5=CC=CC=6)=C([Cl:55])C=4)=CC=3Cl)C3C(=CC=CC=3)C=2)=O)=CC=1.[CH3:59][N:60]([C:78]1[CH:83]=[CH:82][CH:81]=[CH:80][CH:79]=1)[N:61]=[CH:62][C:63]1[CH:64]=[CH:65][C:66]2[N:67]([CH2:76][CH3:77])[C:68]3[C:73]([C:74]=2[CH:75]=1)=[CH:72][CH:71]=[CH:70][CH:69]=3>>[CH3:59][N:60]([C:78]1[CH:83]=[CH:82][CH:81]=[CH:80][CH:79]=1)[N:61]=[CH:62][C:63]1[CH:64]=[CH:65][C:66]2[N:67]([CH2:76][CH2:77][Cl:55])[C:68]3[C:73]([C:74]=2[CH:75]=1)=[CH:72][CH:71]=[CH:70][CH:69]=3. Reported procedure: In Example 7, instead of Chloro Diane Blue and 9-ethylcarbazole-3-carbaldehyde-1-methyl-1-phenylhydrazone represented by the formula (5), ##STR42## was employed as the charge carrier producing pigment, and 9-(β-chloroethyl)carbazole-3-carbaldehyde 1-methyl-1-phenylhydrazone represented by the formula (13) was employed as the charge transport material. ##STR43## Starting materials: C(C)(=O)N1C(C(C2=CC=C(C=C12)C(=O)OC)=C(C1=CC=CC=C1)OCC)=O (1-acetyl-3-(1-ethoxy-1-phenylmethylene)-6-methoxycarbonyl-2-indolinone), CN1C(=NC=C1)C1=CC=C(N)C=C1 (4-(1-methyl-imidazol-2-yl)-aniline). Yields the product CN1C(=NC=C1)C1=CC=C(N\C(\C2=CC=CC=C2)=C\2/C(NC3=CC(=CC=C23)C(=O)OC)=O)C=C1 (3-Z-[1-(4-(1-methyl-imidazol-2-yl)-anilino)-1-phenyl-methylene]-6-methoxycarbonyl-2-indolinone). As a reaction SMILES: C([N:4]1[C:12]2[C:7](=[CH:8][CH:9]=[C:10]([C:13]([O:15][CH3:16])=[O:14])[CH:11]=2)[C:6](=[C:17](OCC)[C:18]2[CH:23]=[CH:22][CH:21]=[CH:20][CH:19]=2)[C:5]1=[O:27])(=O)C.[CH3:28][N:29]1[CH:33]=[CH:32][N:31]=[C:30]1[C:34]1[CH:40]=[CH:39][C:37]([NH2:38])=[CH:36][CH:35]=1>>[CH3:28][N:29]1[CH:33]=[CH:32][N:31]=[C:30]1[C:34]1[CH:40]=[CH:39][C:37]([NH:38]/[C:17](=[C:6]2\[C:5](=[O:27])[NH:4][C:12]3[C:7]\2=[CH:8][CH:9]=[C:10]([C:13]([O:15][CH3:16])=[O:14])[CH:11]=3)/[C:18]2[CH:23]=[CH:22][CH:21]=[CH:20][CH:19]=2)=[CH:36][CH:35]=1. Procedure: Prepared from 1-acetyl-3-(1-ethoxy-1-phenylmethylene)-6-methoxycarbonyl-2-indolinone and 4-(1-methyl-imidazol-2-yl)-aniline Rf value: 0.6 (silica gel, methylene chloride/methanol=5:1) C27H22N4O3 The reactants are OC1=C(C=C(C=C1)Cl)N1C=NC2=C1C=CC(=C2)C(=O)O (1-(2-hydroxy-5-chlorophenyl) benzimidazole-5-carboxylic acid), S(O)(O)(=O)=O (sulfuric acid), C(C)O (ethanol). The product is ClC=1C=CC(=C(C1)N1C=NC2=C1C=CC(=C2)C(=O)OCC)O (1-(5-Chloro-2-hydroxyphenyl)-5-ethoxycarbonylbenzimidazole). RXN SMILES: [OH:1][C:2]1[CH:7]=[CH:6][C:5]([Cl:8])=[CH:4][C:3]=1[N:9]1[C:13]2[CH:14]=[CH:15][C:16]([C:18]([OH:20])=[O:19])=[CH:17][C:12]=2[N:11]=[CH:10]1.S(=O)(=O)(O)O.[CH2:26](O)[CH3:27]>>[Cl:8][C:5]1[CH:6]=[CH:7][C:2]([OH:1])=[C:3]([N:9]2[C:13]3[CH:14]=[CH:15][C:16]([C:18]([O:20][CH2:26][CH3:27])=[O:19])=[CH:17][C:12]=3[N:11]=[CH:10]2)[CH:4]=1. Reported procedure: A mixture of 4a (170 mg, 0.59 mmol), conc. sulfuric acid (3 mg, 0.029 mmol), and 99% ethanol (10 ml) was refluxed for 1 h. Silica gel was added to the mixture and the solvent was evaporated. The silica gel containing the crude product was put on top of a silica gel column and the product was eluated by methylene chloride/ethanol (9:1). Yield 120 mg, mp>360° C. The reactants are CCOC(C)OC1(C)CCC(O[Si](CC)(CC)CC)CC(=O)OC(C(C)=CC=CC(C)CC2OC2C(C)C(CC)OC(=O)c2ccccc2)C(C)C=CC1OC(C)=O, O=C([O-])[O-], CC(=O)O, CO, [K+], [K+]. The product is CCOC(C)OC1(C)CCC(O[Si](CC)(CC)CC)CC(=O)OC(C(C)=CC=CC(C)CC2OC2C(C)C(CC)OC(=O)c2ccccc2)C(C)C=CC1O. Reaction SMILES: [C:1](=[O:2])([CH3:3])[O:4][CH:5]1[C:6]([CH3:52])([O:53][CH:54]([CH3:55])[O:56][CH2:57][CH3:58])[CH2:7][CH2:8][CH:9]([O:44][Si:45]([CH2:46][CH3:47])([CH2:48][CH3:49])[CH2:50][CH3:51])[CH2:10][C:11](=[O:12])[O:13][CH:14]([C:19](=[CH:20][CH:21]=[CH:22][CH:23]([CH2:24][CH:25]2[CH:26]([CH:27]([CH:28]([CH2:29][CH3:30])[O:31][C:32]([c:33]3[cH:34][cH:35][cH:36][cH:37][cH:38]3)=[O:39])[CH3:40])[O:41]2)[CH3:42])[CH3:43])[CH:15]([CH3:18])[CH:16]=[CH:17]1.[C:59](=[O:60])([O-:61])[O-:62].[CH3:65][C:66](=[O:67])[OH:68].[CH3:69][OH:70].[K+:63].[K+:64]>>[OH:4][CH:5]1[C:6]([CH3:52])([O:53][CH:54]([CH3:55])[O:56][CH2:57][CH3:58])[CH2:7][CH2:8][CH:9]([O:44][Si:45]([CH2:46][CH3:47])([CH2:48][CH3:49])[CH2:50][CH3:51])[CH2:10][C:11](=[O:12])[O:13][CH:14]([C:19](=[CH:20][CH:21]=[CH:22][CH:23]([CH2:24][CH:25]2[CH:26]([CH:27]([CH:28]([CH2:29][CH3:30])[O:31][C:32]([c:33]3[cH:34][cH:35][cH:36][cH:37][cH:38]3)=[O:39])[CH3:40])[O:41]2)[CH3:42])[CH3:43])[CH:15]([CH3:18])[CH:16]=[CH:17]1.